From a dataset of the Open Reaction Database (ORD), a public repository of structured organic reaction records. describe an organic reaction: reactants, conditions, products, and yield RXN SMILES: [NH2:1][C:2]1[C:7]([C:8]([C:10]2[CH:15]=[C:14]([F:16])[CH:13]=[CH:12][C:11]=2[O:17][CH3:18])=[O:9])=[CH:6][N:5]=[C:4]([NH:19][CH:20]2[CH2:25][CH2:24][N:23]([S:26]([CH2:29][CH2:30][CH2:31]Cl)(=[O:28])=[O:27])[CH2:22][CH2:21]2)[N:3]=1.[I-].[K+].[CH3:35][N:36]1[CH2:41][CH2:40][NH:39][CH2:38][CH2:37]1>O1CCOCC1.C(Cl)Cl>[NH2:1][C:2]1[C:7]([C:8]([C:10]2[CH:15]=[C:14]([F:16])[CH:13]=[CH:12][C:11]=2[O:17][CH3:18])=[O:9])=[CH:6][N:5]=[C:4]([NH:19][CH:20]2[CH2:25][CH2:24][N:23]([S:26]([CH2:29][CH2:30][CH2:31][N:39]3[CH2:40][CH2:41][N:36]([CH3:35])[CH2:37][CH2:38]3)(=[O:28])=[O:27])[CH2:22][CH2:21]2)[N:3]=1 |f:1.2|. The yield is 33.1%. Reactants: NC1=NC(=NC=C1C(=O)C1=C(C=CC(=C1)F)OC)NC1CCN(CC1)S(=O)(=O)CCCCl ([4-amino-2-[1-(3-chloro-propane-1-sulfonyl)-piperidin-4-ylamino]-pyrimidin-5-yl]-(5-fluoro-2-methoxy-phenyl)-methanone), [I-].[K+] (potassium iodide), CN1CCNCC1 (N-methylpiperazine). The product is NC1=NC(=NC=C1C(=O)C1=C(C=CC(=C1)F)OC)NC1CCN(CC1)S(=O)(=O)CCCN1CCN(CC1)C ((4-amino-2-[1-[3-(4-methyl-piperazin-1-yl)-propane-1-sulfonyl]-piperidin-4-ylamino]-pyrimidin-5-yl)-(5-fluoro-2-methoxy-phenyl)-methanone). Run in O1CCOCC1 (dioxane), C(Cl)Cl (methylene chloride). Procedure: A suspension of [4-amino-2-[1-(3-chloro-propane-1-sulfonyl)-piperidin-4-ylamino]-pyrimidin-5-yl]-(5-fluoro-2-methoxy-phenyl)-methanone (32 mg, 0.066 mmol, Example 272), potassium iodide (50 mg, 0.3 mmol), N-methylpiperazine (500 mg, 5.0 mmol, Aldrich) in dioxane (15 mL) was heated at reflux under nitrogen for 16 hours. The reaction was diluted with methylene chloride (40 mL) and washed (2×) with water. The organic layer was separated and dried (Na2SO4). The residue was purified by silica gel chr... Reactants: ClC1=C(C=CC=C1)NO (o-Chlorophenylhydroxylamine), C(C1=CC=CC=C1)=O (benzaldehyde). Solvent: C(C)O (ethanol), C(C)O (ethanol). Yields the product C1(=CC=CC=C1)C=[N+]([O-])C1=C(C=CC=C1)Cl (α-phenyl-N-2-chlorophenylnitrone). RXN SMILES: [Cl:1][C:2]1[CH:7]=[CH:6][CH:5]=[CH:4][C:3]=1[NH:8][OH:9].[CH:10](=O)[C:11]1[CH:16]=[CH:15][CH:14]=[CH:13][CH:12]=1>C(O)C>[C:11]1([CH:10]=[N+:8]([C:3]2[CH:4]=[CH:5][CH:6]=[CH:7][C:2]=2[Cl:1])[O-:9])[CH:16]=[CH:15][CH:14]=[CH:13][CH:12]=1. Reported procedure: o-Chlorophenylhydroxylamine (0.05 moles) was dissolved in warm 95% ethanol (20 cc) and was treated with benzaldehyde (0.05 moles) with vigorous stirring. The solid which formed was from ethanol to give α-phenyl-N-2-chlorophenylnitrone. Starting materials: NC1=NN2C(CN1)=C(N=C2CC(C)C)C (2-amino-3,4-dihydro-5-methyl-7-isobutylimidazo[5,1-f]-as-triazine), C1=CC(=CC=C1C(=O)O)Cl (P-chlorobenzoic acid), hydrochloride salt. Yields the product CC=1N=C(N2N=C(NCC21)NC(C2=CC=C(C=C2)Cl)=O)CC(C)C (N-(3,4-Dihydro-5-methyl-7-isobutylimidazo[ 5,1-f]-as-triazin-2-yl)-p-chlorobenzamide). Reaction SMILES: [NH2:1][C:2]1[NH:7][CH2:6][C:5]2=[C:8]([CH3:15])[N:9]=[C:10]([CH2:11][CH:12]([CH3:14])[CH3:13])[N:4]2[N:3]=1.[CH:16]1[C:21]([C:22](O)=[O:23])=[CH:20][CH:19]=[C:18]([Cl:25])[CH:17]=1>>[CH3:15][C:8]1[N:9]=[C:10]([CH2:11][CH:12]([CH3:13])[CH3:14])[N:4]2[C:5]=1[CH2:6][NH:7][C:2]([NH:1][C:22](=[O:23])[C:21]1[CH:20]=[CH:19][C:18]([Cl:25])=[CH:17][CH:16]=1)=[N:3]2. Procedure details: N-(3,4-Dihydro-5-methyl-7-isobutylimidazo[ 5,1-f]-as-triazin-2-yl)-p-chlorobenzamide, m.p. 236°-239° was prepared from 2-amino-3,4-dihydro-5-methyl-7-isobutylimidazo[5,1-f]-as-triazine (Example 1d) and P-chlorobenzoic acid. It was converted into its hydrochloride salt m.p. 240°-247°. Procedure: According to Example 1, Step 1, by substituting 4-methoxybenzaldehyde for 4-benzyloxybenzaldehyde and glycine tert-butyl ester hydrochloride for glycine methyl ester hydrochloride, the title compound was obtained as a yellow oil (80% yield). Reactants: Cl.COC(CN)=O (glycine methyl ester hydrochloride), C(C1=CC=CC=C1)OC1=CC=C(C=O)C=C1 (4-benzyloxybenzaldehyde), Cl.C(C)(C)(C)OC(CN)=O (glycine tert-butyl ester hydrochloride). Isolated yield 80.0%. Product: C(C)(C)(C)OC(CNCC1=CC=C(C=C1)OC)=O ([(4-Methoxy-benzyl)-amino]-acetic Acid Tert-butyl Ester), oil. RXN SMILES: [CH2:1]([O:8][C:9]1[CH:16]=[CH:15][C:12]([CH:13]=O)=[CH:11][CH:10]=1)C1C=CC=CC=1.Cl.[C:18]([O:22][C:23](=[O:26])[CH2:24][NH2:25])([CH3:21])([CH3:20])[CH3:19].Cl.COC(=O)CN>>[C:18]([O:22][C:23](=[O:26])[CH2:24][NH:25][CH2:13][C:12]1[CH:11]=[CH:10][C:9]([O:8][CH3:1])=[CH:16][CH:15]=1)([CH3:21])([CH3:20])[CH3:19] |f:1.2,3.4|.